From a dataset of the Open Reaction Database (ORD), a public repository of structured organic reaction records. describe an organic reaction: reactants, conditions, products, and yield Starting materials: CCCCn1c(N)cc(=O)n(CCCC)c1=O, CC(=O)O, Cl, O=N[O-], [Na+], O. Yields the product CCCCn1c(N)c(N=O)c(=O)n(CCCC)c1=O. RXN SMILES: [CH2:1]([CH2:2][CH2:3][CH3:4])[n:5]1[c:6](=[O:7])[n:8]([CH2:14][CH2:15][CH2:16][CH3:17])[c:9](=[O:10])[cH:11][c:12]1[NH2:13].[CH3:18][C:19](=[O:20])[OH:21].[ClH:22].[N:23](=[O:24])[O-:25].[Na+:26].[OH2:27]>>[CH2:1]([CH2:2][CH2:3][CH3:4])[n:5]1[c:6](=[O:7])[n:8]([CH2:14][CH2:15][CH2:16][CH3:17])[c:9](=[O:10])[c:11]([N:23]=[O:24])[c:12]1[NH2:13]. Reactants: C1CCOC1, C[N+]1([O-])CCOCC1, CCOC(C)=O, C=Cc1nc2c(Cl)cccc2cc1C(C)N1C(=O)c2ccccc2C1=O, O, O=C(O)CC(O)(CC(=O)O)C(=O)O. Product: CC(c1cc2cccc(Cl)c2nc1C(O)CO)N1C(=O)c2ccccc2C1=O. As a reaction SMILES: [CH2:36]1[O:37][CH2:38][CH2:39][CH2:40]1.[CH3:27][N+:28]1([O-:29])[CH2:30][CH2:32][O:31][CH2:33][CH2:34]1.[CH3:41][CH2:42][O:43][C:44](=[O:45])[CH3:46].[Cl:1][c:2]1[cH:3][cH:4][cH:5][c:6]2[cH:7][c:8]([CH:14]([CH3:15])[N:16]3[C:17](=[O:26])[c:18]4[cH:19][cH:20][cH:21][cH:22][c:23]4[C:24]3=[O:25])[c:9]([CH:12]=[CH2:13])[n:10][c:11]12.[OH2:35].[OH:47][C:48]([CH2:49][C:50]([C:51](=[O:52])[OH:53])([CH2:54][C:55](=[O:56])[OH:57])[OH:58])=[O:59]>>[Cl:1][c:2]1[cH:3][cH:4][cH:5][c:6]2[cH:7][c:8]([CH:14]([CH3:15])[N:16]3[C:17](=[O:26])[c:18]4[cH:19][cH:20][cH:21][cH:22][c:23]4[C:24]3=[O:25])[c:9]([CH:12]([CH2:13][OH:35])[OH:31])[n:10][c:11]12.